This data is from the Open Reaction Database (ORD), a public repository of structured organic reaction records. The task is: describe an organic reaction: reactants, conditions, products, and yield The reactants are C1(CCCCC1)CN(C(OC(C)(C)C)=O)C (tert-butyl N-(cyclohexylmethyl)-N-methylcarbamate), Cl.C(C)(=O)OCC (HCl ethyl acetate). The solvent is C(C)(=O)OCC (ethyl acetate). Conditions: time 1.5 hour. The product is Cl.C1(CCCCC1)CNC (N-(cyclohexylmethyl)-N-methylamine monohydrochloride). Isolated yield 100.0%. Reaction SMILES: [CH:1]1([CH2:7][N:8](C)[C:9](=O)OC(C)(C)C)[CH2:6][CH2:5][CH2:4][CH2:3][CH2:2]1.[ClH:17].C(OCC)(=O)C>C(OCC)(=O)C>[ClH:17].[CH:1]1([CH2:7][NH:8][CH3:9])[CH2:6][CH2:5][CH2:4][CH2:3][CH2:2]1 |f:1.2,4.5|. Procedure details: To a solution of tert-butyl N-(cyclohexylmethyl)-N-methylcarbamate (370 mg, 1.6 mmol) in 4.0 mL of ethyl acetate was added 4 M HCl-ethyl acetate (4 mL). After being stirred at room temperature for 1.5 h, the reaction mixture was concentrated in vacuo, and the residue was rinsed with hexane to obtain the title compound (266 mg, 100%).